The task is: describe an organic reaction: reactants, conditions, products, and yield. This data is from the Open Reaction Database (ORD), a public repository of structured organic reaction records. Reactants: CN(CC=O)C(=O)OC(C)(C)C, C1CCOC1, CC(=O)O, CCOC(=O)CC1CCNCC1F. The product is CCOC(=O)CC1CCN(CCN(C)C(=O)OC(C)(C)C)CC1F. Reaction SMILES: [C:14]([CH3:15])([CH3:16])([CH3:17])[O:18][C:19](=[O:20])[N:21]([CH3:22])[CH2:23][CH:24]=[O:25].[CH2:30]1[O:31][CH2:32][CH2:33][CH2:34]1.[CH3:26][C:27](=[O:28])[OH:29].[F:1][CH:2]1[CH2:3][NH:4][CH2:5][CH2:6][CH:7]1[CH2:8][C:9](=[O:10])[O:11][CH2:12][CH3:13]>>[F:1][CH:2]1[CH2:3][N:4]([CH2:24][CH2:23][N:21]([C:19]([O:18][C:14]([CH3:15])([CH3:16])[CH3:17])=[O:20])[CH3:22])[CH2:5][CH2:6][CH:7]1[CH2:8][C:9](=[O:10])[O:11][CH2:12][CH3:13].